This data is from the Open Reaction Database (ORD), a public repository of structured organic reaction records. The task is: describe an organic reaction: reactants, conditions, products, and yield Reactants: ClC1=NC2=CC(=C(C=C2C(=C1CO)CC)OC)F ((2-chloro-4-ethyl-7-fluoro-6-methoxy-3-quinolinyl)methanol), C(C)C1(CC(OCC=2C(NC=CC21)=O)=O)O (5-ethyl-5-hydroxy-1,4,5,8-tetrahydrooxepino[3,4-c]pyridine-3,9-dione). The product is C(C)C1(CC(OCC=2C(N3CC=4C(=NC=5C=C(C(=CC5C4CC)OC)F)C3=CC21)=O)=O)O (5,12-diethyl-9-fluoro-5-hydroxy-10-methoxy-1,4,5,13-tetrahydro-3H,15H-oxepino[3′,4′:6,7]indolizino[1,2-b]quinoline-3,15-dione). Reaction SMILES: Cl[C:2]1[C:11]([CH2:12]O)=[C:10]([CH2:14][CH3:15])[C:9]2[C:4](=[CH:5][C:6]([F:18])=[C:7]([O:16][CH3:17])[CH:8]=2)[N:3]=1.[CH2:19]([C:21]1([OH:34])[C:31]2[CH:30]=[CH:29][NH:28][C:27](=[O:32])[C:26]=2[CH2:25][O:24][C:23](=[O:33])[CH2:22]1)[CH3:20]>>[CH2:19]([C:21]1([OH:34])[C:31]2[CH:30]=[C:29]3[N:28]([CH2:12][C:11]4[C:2]3=[N:3][C:4]3[CH:5]=[C:6]([F:18])[C:7]([O:16][CH3:17])=[CH:8][C:9]=3[C:10]=4[CH2:14][CH3:15])[C:27](=[O:32])[C:26]=2[CH2:25][O:24][C:23](=[O:33])[CH2:22]1)[CH3:20]. Procedure details: (2-chloro-4-ethyl-7-fluoro-6-methoxy-3-quinolinyl)methanol is coupled with compound (M) as described in Stage 11.j. of Example 11. The resultant coupled product is cyclized according to the procedure described in Stage 11.k. A yellow solid is obtained, m.p.>275° C. Starting materials: CCOC(=O)C=C(CBr)Oc1ccccc1Cl, COC(=O)C(N)CCSC, CC#N, CCN(C(C)C)C(C)C, Cl. Yields the product CCOC(=O)C=C(CNC(CCSC)C(=O)OC)Oc1ccccc1Cl. RXN SMILES: [CH2:21]([CH3:22])[O:23][C:24]([CH:25]=[C:26]([CH2:27][Br:28])[O:29][c:30]1[c:31]([Cl:36])[cH:32][cH:33][cH:34][cH:35]1)=[O:37].[CH3:2][O:3][C:4]([CH:5]([NH2:6])[CH2:7][CH2:8][S:9][CH3:10])=[O:11].[CH3:38][C:39]#[N:40].[CH:12]([N:13]([CH2:14][CH3:15])[CH:16]([CH3:17])[CH3:18])([CH3:19])[CH3:20].[ClH:1]>>[CH3:2][O:3][C:4]([CH:5]([NH:6][CH2:27][C:26](=[CH:25][C:24]([O:23][CH2:21][CH3:22])=[O:37])[O:29][c:30]1[c:31]([Cl:36])[cH:32][cH:33][cH:34][cH:35]1)[CH2:7][CH2:8][S:9][CH3:10])=[O:11]. Reactants: CC(=O)OC(C)=O, CC(C)(O)CCC1CCCC1, O. The product is CC(=O)OC(C)(C)CCC1CCCC1. As a reaction SMILES: [CH3:12][C:13](=[O:14])[O:15][C:16](=[O:17])[CH3:18].[CH:1]1([CH2:6][CH2:7][C:8]([CH3:9])([OH:10])[CH3:11])[CH2:2][CH2:3][CH2:4][CH2:5]1.[OH2:19]>>[CH:1]1([CH2:6][CH2:7][C:8]([CH3:9])([O:10][C:13]([CH3:12])=[O:14])[CH3:11])[CH2:2][CH2:3][CH2:4][CH2:5]1.